The task is: describe an organic reaction: reactants, conditions, products, and yield. This data is from the Open Reaction Database (ORD), a public repository of structured organic reaction records. The reactants are COC(=O)c1cc(COC(C)=O)cc(-n2cccc2)c1, CN(C)C=O, O=C=NS(=O)(=O)Cl, ClCCl, O. Yields the product COC(=O)c1cc(COC(C)=O)cc(-n2cccc2C#N)c1. As a reaction SMILES: [C:1]([CH3:2])(=[O:3])[O:4][CH2:5][c:6]1[cH:7][c:8]([C:9](=[O:10])[O:11][CH3:12])[cH:13][c:14](-[n:16]2[cH:17][cH:18][cH:19][cH:20]2)[cH:15]1.[CH3:28][N:29]([CH3:30])[CH:31]=[O:32].[Cl:21][S:22](=[O:24])([N:25]=[C:26]=[O:23])=[O:27].[Cl:34][CH2:35][Cl:36].[OH2:33]>>[C:1]([CH3:2])(=[O:3])[O:4][CH2:5][c:6]1[cH:7][c:8]([C:9](=[O:10])[O:11][CH3:12])[cH:13][c:14](-[n:16]2[cH:17][cH:18][cH:19][c:20]2[C:26]#[N:25])[cH:15]1. Starting materials: sugar, substituted adenosine, [Si](C1=CC=CC=C1)(C1=CC=CC=C1)(C(C)(C)C)Cl (tert-butyldiphenylsilyl chloride), primary alcohol, CC1=CN(C(=O)NC1=O)[C@H]2[C@@H]([C@@H]([C@H](O2)CO)O)O (β-D-ribofuranoside), O=C[C@H](O)[C@H](O)[C@H](O)CO (D-ribose), sugar, N1=CN=C2N=CNC2=C1 (purine), O([C@H]1[C@H](O)[C@H](O)[C@H](O1)CO)C (methyl β-D-ribofuranoside). Product: [Si](C1=CC=CC=C1)(C1=CC=CC=C1)(C(C)(C)C)C([C@@H]1[C@H]([C@H]([C@H](OC)O1)O)O)O (1-O-methyl 5-(t-butyldiphenylsilyl)-β-D-ribofuranoside), alcohols. As a reaction SMILES: N1C=C2C(N=CN2)=NC=1.[O:10]([CH3:20])[C@@H:11]1[O:17][C@H:16]([CH2:18][OH:19])[C@@H:14]([OH:15])[C@H:12]1[OH:13].O=C[C@@H]([C@@H]([C@@H](CO)O)O)O.CC1C(=O)NC(=O)N([C@@H]2O[C@H](CO)[C@@H](O)[C@H]2O)C=1.[Si:49](Cl)([C:62]([CH3:65])([CH3:64])[CH3:63])([C:56]1[CH:61]=[CH:60][CH:59]=[CH:58][CH:57]=1)[C:50]1[CH:55]=[CH:54][CH:53]=[CH:52][CH:51]=1>>[Si:49]([CH:18]([OH:19])[C@H:16]1[O:17][C@@H:11]([O:10][CH3:20])[C@H:12]([OH:13])[C@@H:14]1[OH:15])([C:62]([CH3:65])([CH3:64])[CH3:63])([C:56]1[CH:57]=[CH:58][CH:59]=[CH:60][CH:61]=1)[C:50]1[CH:55]=[CH:54][CH:53]=[CH:52][CH:51]=1. Procedure: The triple substitution of adenosine, i.e., at 5'-, 2-, and N6 -positions, can be carried out by a synthetic strategy in which a 5'-uronamide sugar moiety is condensed with a purine moiety, such as a substituted adenosine derivative. The key sugar intermediate, N-methyl 1-O-acetyl-2,3-dibenzoyl-β-D-ribofuronamide, was synthesized starting from methyl β-D-ribofuranoside, which is commercially available or can be synthesized from D-ribose (Baker et al., J. Org. Chem., 26, 4605-4609 (1961)), in 8 s... Starting materials: C(CCC)OC1=C(C=C(C=C1)/C=C/C(=O)OCCCCCCCl)OC (6-chlorohexyl (2E)-3-(4-butoxy-3-methoxyphenyl)-2-propenoate), [I-].[Na+] (sodium iodide). The product is C(CCC)OC1=C(C=C(C=C1)/C=C/C(=O)OCCCCCCI)OC (6-iodohexyl (2E)-3-(4-butoxy-3-methoxyphenyl)-2-propenoate). RXN SMILES: [CH2:1]([O:5][C:6]1[CH:11]=[CH:10][C:9](/[CH:12]=[CH:13]/[C:14]([O:16][CH2:17][CH2:18][CH2:19][CH2:20][CH2:21][CH2:22]Cl)=[O:15])=[CH:8][C:7]=1[O:24][CH3:25])[CH2:2][CH2:3][CH3:4].[I-:26].[Na+]>>[CH2:1]([O:5][C:6]1[CH:11]=[CH:10][C:9](/[CH:12]=[CH:13]/[C:14]([O:16][CH2:17][CH2:18][CH2:19][CH2:20][CH2:21][CH2:22][I:26])=[O:15])=[CH:8][C:7]=1[O:24][CH3:25])[CH2:2][CH2:3][CH3:4] |f:1.2|. Procedure: Preparation can be carried out analogously to Example 1 using 4.00 g (10.84 mmol) 6-chlorohexyl (2E)-3-(4-butoxy-3-methoxyphenyl)-2-propenoate and 9.75 g (65.05 mmol) sodium iodide, to yield 6-iodohexyl (2E)-3-(4-butoxy-3-methoxyphenyl)-2-propenoate. Starting materials: CCCn1nc2c(N)nc3ncccc3c2c1CC(C)(C)C#N, [Na+], [OH-], OO. The product is CCCn1nc2c(N)nc3ncccc3c2c1CC(C)(C)C(N)=O. RXN SMILES: [NH2:3][c:4]1[n:5][c:6]2[n:7][cH:8][cH:9][cH:10][c:11]2[c:12]2[c:13]1[n:14][n:15]([CH2:23][CH2:24][CH3:25])[c:16]2[CH2:17][C:18]([C:19]#[N:20])([CH3:21])[CH3:22].[Na+:27].[OH-:26].[OH:1][OH:2]>>[O:1]=[C:19]([C:18]([CH2:17][c:16]1[c:12]2[c:11]3[c:6]([n:5][c:4]([NH2:3])[c:13]2[n:14][n:15]1[CH2:23][CH2:24][CH3:25])[n:7][cH:8][cH:9][cH:10]3)([CH3:21])[CH3:22])[NH2:20]. The reactants are ClC1=C(C=C(C=C1)Cl)O (2,5-dichlorophenol), [N+](=O)(O)[O-] (HNO3). Solvent: C(Cl)(Cl)(Cl)Cl (CCl4), C(Cl)(Cl)(Cl)Cl (CCl4). Reaction conditions: time 1 hour. The product is ClC1=C(C=C(C(=C1)[N+](=O)[O-])Cl)O (2,5-dichloro-4-nitrophenol). Isolated yield 65.9%. RXN SMILES: [Cl:1][C:2]1[CH:7]=[CH:6][C:5]([Cl:8])=[CH:4][C:3]=1[OH:9].[N+:10]([O-])([OH:12])=[O:11]>C(Cl)(Cl)(Cl)Cl>[Cl:1][C:2]1[CH:7]=[C:6]([N+:10]([O-:12])=[O:11])[C:5]([Cl:8])=[CH:4][C:3]=1[OH:9]. Reported procedure: To a solution of 2,5-dichlorophenol (10 g, 61.3 mmol) in CCl4 (400 mL) at 0° C. was dropwise added 4.7 mL (73.6 mmol) of 70% HNO3 in 30 mL of CCl4 during 30 min. The reaction mixture was slowly warmed to room temperature and stirred for 1 hour. The yellow precipitate was collected by filtration and dried to give the desired product (8.4 g) at 62% yield. MS (DCI/NH3) m/z 224.91 (M+NH4)+; 1H NMR (500 MHz, DMSO-D6) δ ppm 7.17 (s, 1 H) 8.25 (s, 1 H) 12.12 (s, 1 H). Starting materials: C(C1=CC=CC=C1)OC(=O)N1C(CCCC1)CCOC1=C(C(NC2=CC(=C(C=C12)NC(=O)NCC)Cl)=O)C1=CC(=CC(=C1)C)C (2-{2-[7-chloro-3-(3,5-dimethylphenyl)-6-(3-ethylureido)-2-oxo-1,2-dihydroquinolin-4-yloxy]-ethyl}-piperidine-1-carboxylic acid benzyl ester), solution, Br (hydrobromic acid). The solvent is C(C)(=O)O (acetic acid). Yields the product ClC1=C(C=C2C(=C(C(NC2=C1)=O)C1=CC(=CC(=C1)C)C)OCCC1NCCCC1)NC(=O)NCC (1-[7-chloro-3-(3,5-dimethylphenyl)-2-oxo-4-(2-piperidin-2-yl-ethoxy)-1,2-dihydroquinolin-6-yl]-3-ethylurea). RXN SMILES: C(OC([N:11]1[CH2:16][CH2:15][CH2:14][CH2:13][CH:12]1[CH2:17][CH2:18][O:19][C:20]1[C:29]2[C:24](=[CH:25][C:26]([Cl:36])=[C:27]([NH:30][C:31]([NH:33][CH2:34][CH3:35])=[O:32])[CH:28]=2)[NH:23][C:22](=[O:37])[C:21]=1[C:38]1[CH:43]=[C:42]([CH3:44])[CH:41]=[C:40]([CH3:45])[CH:39]=1)=O)C1C=CC=CC=1.Br>C(O)(=O)C>[Cl:36][C:26]1[CH:25]=[C:24]2[C:29]([C:20]([O:19][CH2:18][CH2:17][CH:12]3[CH2:13][CH2:14][CH2:15][CH2:16][NH:11]3)=[C:21]([C:38]3[CH:39]=[C:40]([CH3:45])[CH:41]=[C:42]([CH3:44])[CH:43]=3)[C:22](=[O:37])[NH:23]2)=[CH:28][C:27]=1[NH:30][C:31]([NH:33][CH2:34][CH3:35])=[O:32]. Reported procedure: A solution of 2-{2-[7-chloro-3-(3,5-dimethylphenyl)-6-(3-ethylureido)-2-oxo-1,2-dihydroquinolin-4-yloxy]-ethyl}-piperidine-1-carboxylic acid benzyl ester (50 mg in 5 mL of a 30% solution of hydrobromic acid in acetic acid) was stirred at room temperature for 18 hours then concentrated in vacuo. The residue was treated with saturated sodium bicarbonate and then extracted with methylene chloride. Purification of the concentrate by flash chromatography on silica gel (methylene chloride:methanol:amm...